This data is from the Open Reaction Database (ORD), a public repository of structured organic reaction records. The task is: describe an organic reaction: reactants, conditions, products, and yield Starting materials: [C@H]1([C@H](O)C[C@@H](O1)CO)N1C(=O)N=C(N)C(=C1)F (1-(3-Deoxy-β-L-threo-pentofuranosyl)-5-fluorocytosine), [Si](C)(C)(C(C)(C)C)Cl (t-butyldimethylsilyl chloride), CO (methanol), C(O)([O-])=O.[Na+] (sodium hydrogen carbonate). The solvent is N1=CC=CC=C1 (pyridine), C(Cl)Cl (methylene chloride). Run at time 10 hour. Product: [Si](C)(C)(C(C)(C)C)OC[C@H]1C[C@H]([C@H](O1)N1C(=O)N=C(N)C(=C1)F)O (1-(3-Deoxy-5-O-t-butyldimethylsilyl-β-L-threo-pentofuranosyl)-5-fluorocytosine). Yield: 86.0%. Reaction SMILES: [C@H:1]1([N:9]2[CH:16]=[C:15]([F:17])[C:13]([NH2:14])=[N:12][C:10]2=[O:11])[O:6][C@@H:5]([CH2:7][OH:8])[CH2:4][C@H:2]1[OH:3].[Si:18](Cl)([C:21]([CH3:24])([CH3:23])[CH3:22])([CH3:20])[CH3:19].C(=O)([O-])O.[Na+].CO>N1C=CC=CC=1.C(Cl)Cl>[Si:18]([O:8][CH2:7][C@@H:5]1[O:6][C@H:1]([N:9]2[CH:16]=[C:15]([F:17])[C:13]([NH2:14])=[N:12][C:10]2=[O:11])[C@H:2]([OH:3])[CH2:4]1)([C:21]([CH3:24])([CH3:23])[CH3:22])([CH3:20])[CH3:19] |f:2.3|. Procedure details: To a solution of 18 (1.38 g, 5.63 mmol) in dry pyridine (30 mL) was added dropwise under argon atmosphere t-butyldimethylsilyl chloride (1.10 g, 7.32 mmol) and the mixture was stirred for 10 h at room temperature. Then the mixture was poured onto a saturated aqueous sodium hydrogen carbonate solution (100 mL) and extracted with chloroform (3×150 mL). Combined extracts were washed with water (2×200 mL) and then dried over sodium sulphate and evaporated under reduced pressure. The residue was puri... Reactants: O=C(OCc1ccccc1)C1CCCN1, CCOC(C)=O, CCN(C(C)C)C(C)C, C(=NC1CCCCC1)=NC1CCCCC1, Cl, CCCCCCC(C(=O)O)n1cnc([N+](=O)[O-])c1, CN(C)C=O, Oc1cccc2[nH]nnc12. The product is CCCCCCC(C(=O)N1CCCC1C(=O)OCc1ccccc1)n1cnc([N+](=O)[O-])c1. As a reaction SMILES: [CH2:11]([c:12]1[cH:13][cH:14][cH:15][cH:16][cH:17]1)[O:18][C:19]([CH:20]1[NH:21][CH2:22][CH2:23][CH2:24]1)=[O:25].[CH3:74][CH2:75][O:76][C:77](=[O:78])[CH3:79].[CH:1]([N:2]([CH:3]([CH3:4])[CH3:5])[CH2:6][CH3:7])([CH3:8])[CH3:9].[CH:54]1([N:55]=[C:56]=[N:57][CH:58]2[CH2:59][CH2:60][CH2:61][CH2:62][CH2:63]2)[CH2:64][CH2:65][CH2:66][CH2:67][CH2:68]1.[ClH:10].[N+:26](=[O:27])([O-:28])[c:29]1[n:30][cH:31][n:32]([CH:34]([C:35](=[O:36])[OH:37])[CH2:38][CH2:39][CH2:40][CH2:41][CH2:42][CH3:43])[cH:33]1.[O:69]=[CH:70][N:71]([CH3:72])[CH3:73].[OH:44][c:45]1[c:46]2[n:47][n:48][nH:49][c:50]2[cH:51][cH:52][cH:53]1>>[CH2:11]([c:12]1[cH:13][cH:14][cH:15][cH:16][cH:17]1)[O:18][C:19]([CH:20]1[N:21]([C:35]([CH:34]([n:32]2[cH:31][n:30][c:29]([N+:26](=[O:27])[O-:28])[cH:33]2)[CH2:38][CH2:39][CH2:40][CH2:41][CH2:42][CH3:43])=[O:36])[CH2:22][CH2:23][CH2:24]1)=[O:25].